Dataset: the Open Reaction Database (ORD), a public repository of structured organic reaction records. Task: describe an organic reaction: reactants, conditions, products, and yield Reactants: COC(=O)c1ccc2c(c1)CC(N(Cc1ccccc1)C(=O)OC(C)(C)C)CCC2, ClCCl, O=C(O)C(F)(F)F. Yields the product COC(=O)c1ccc2c(c1)CC(NCc1ccccc1)CCC2. As a reaction SMILES: [CH3:1][O:2][C:3](=[O:4])[c:5]1[cH:6][cH:7][c:8]2[c:9]([cH:30]1)[CH2:10][CH:11]([N:15]([C:16]([O:17][C:18]([CH3:19])([CH3:20])[CH3:21])=[O:22])[CH2:23][c:24]1[cH:25][cH:26][cH:27][cH:28][cH:29]1)[CH2:12][CH2:13][CH2:14]2.[Cl:38][CH2:39][Cl:40].[OH:31][C:32]([C:33]([F:34])([F:35])[F:36])=[O:37]>>[CH3:1][O:2][C:3](=[O:4])[c:5]1[cH:6][cH:7][c:8]2[c:9]([cH:30]1)[CH2:10][CH:11]([NH:15][CH2:23][c:24]1[cH:25][cH:26][cH:27][cH:28][cH:29]1)[CH2:12][CH2:13][CH2:14]2. Starting materials: Brc1ccc(C=Cc2ccc(Br)cc2)cc1, CC(=O)[O-], CC(=O)[O-], C=CC#N, CCCCN(CCCC)CCCC, Cc1ccccc1, [Pd+2], c1ccc(P(c2ccccc2)c2ccccc2)cc1. The product is N#CC=Cc1ccc(C=Cc2ccc(Br)cc2)cc1. As a reaction SMILES: [Br:1][c:2]1[cH:3][cH:4][c:5]([CH:8]=[CH:9][c:10]2[cH:11][cH:12][c:13]([Br:16])[cH:14][cH:15]2)[cH:6][cH:7]1.[C:53]([O-:54])(=[O:55])[CH3:56].[C:58]([O-:59])(=[O:60])[CH3:61].[CH2:17]=[CH:18][C:19]#[N:20].[CH2:21]([N:22]([CH2:23][CH2:24][CH2:25][CH3:26])[CH2:27][CH2:28][CH2:29][CH3:30])[CH2:31][CH2:32][CH3:33].[CH3:62][c:63]1[cH:64][cH:65][cH:66][cH:67][cH:68]1.[Pd+2:57].[c:34]1([P:35]([c:36]2[cH:37][cH:38][cH:39][cH:40][cH:41]2)[c:42]2[cH:43][cH:44][cH:45][cH:46][cH:47]2)[cH:48][cH:49][cH:50][cH:51][cH:52]1>>[c:2]1([CH:17]=[CH:18][C:19]#[N:20])[cH:3][cH:4][c:5]([CH:8]=[CH:9][c:10]2[cH:11][cH:12][c:13]([Br:16])[cH:14][cH:15]2)[cH:6][cH:7]1. Reactants: Cl (HCl), C(=O)(C(F)(F)F)O (TFA), Cl.NN (hydrazine hydrochloride), C12C(CCC2C1)=O (bicyclo[3.1.0]hexan-2-one), C(C(=O)OCC)(=O)OCC (diethyl oxalate), CC(C)(C)[O-].[K+] (KOt-Bu), solution, C(=O)(C(F)(F)F)O (TFA). The solvent is O (H2O), CC#N (CH3CN), O (H2O), CCO (EtOH), C1CCOC1 (THF), O (H2O), CC#N (CH3CN). Run at time 20 hour. The product is C(C)OC(=O)C=1C=2CC3C(C2NN1)C3 (1a,2,5,5a-Tetrahydro-1H-2,3-diaza-cyclopropa[a]pentalene-4-carboxylic acid ethyl ester). As a reaction SMILES: [CH:1]12[CH2:6][CH:5]1[CH2:4][CH2:3][C:2]2=O.[C:8](OCC)(=O)[C:9]([O:11][CH2:12][CH3:13])=[O:10].CC([O-])(C)C.[K+].Cl.[NH2:25][NH2:26].Cl.C(O)(C(F)(F)F)=O>CCO.C1COCC1.O.CC#N>[CH2:12]([O:11][C:9]([C:8]1[C:3]2[CH2:4][CH:5]3[CH2:6][CH:1]3[C:2]=2[NH:25][N:26]=1)=[O:10])[CH3:13] |f:2.3,4.5|. Reported procedure: To a solution of bicyclo[3.1.0]hexan-2-one (9.24 g, 96.1 mmol) and diethyl oxalate (14.7 g, 101 mmol) in EtOH (250 mL) at rt under N2 was added a solution of KOt-Bu in THF (106 mL of a 1M solution, 106 mmol). The reaction was stirred for 3.5 h at which time hydrazine hydrochloride (7.90 g, 115 mmol) in H2O (40 mL) was added. The reaction mixture was stirred for 20 h at rt and acidified to pH ˜3 by the addition of HCl (6N aq.). The volatiles were removed in vacuo and the resulting solid was dilut... Reactants: BrC1=CC=C(OC2=CN=CN2CC2=CC(N(C=C2)C2=NC(=CN=C2)Cl)=O)C=C1 (4-[5-(4-Bromophenoxy)imidazol-1-ylmethyl]-1-(6-chloropyrazin-2-yl)-1H-pyridin-2-one), CN(C)C=O (DMF), CN(C)C=O (DMF), resultant mixture. Reagents/catalysts: [C-]#N.[Zn+2].[C-]#N (zinc cyanide), C=1C=CC(=CC1)[P](C=2C=CC=CC2)(C=3C=CC=CC3)[Pd]([P](C=4C=CC=CC4)(C=5C=CC=CC5)C=6C=CC=CC6)([P](C=7C=CC=CC7)(C=8C=CC=CC8)C=9C=CC=CC9)[P](C=1C=CC=CC1)(C=1C=CC=CC1)C=1C=CC=CC1 (tetrakis(triphenylphosphine)palladium(0)). The product is BrC1=CC=C(OC2=CN=CN2CC2=CC(N(C=C2)C2=NC(=CN=C2)C#N)=O)C=C1 (4-[5-(4-Bromophenoxy)imidazol-1-ylmethyl]-1-(6-cyano-pyrazin-2-yl)-1H-pyridin-2-one). Reaction SMILES: [Br:1][C:2]1[CH:28]=[CH:27][C:5]([O:6][C:7]2[N:11]([CH2:12][C:13]3[CH:18]=[CH:17][N:16]([C:19]4[CH:24]=[N:23][CH:22]=[C:21](Cl)[N:20]=4)[C:15](=[O:26])[CH:14]=3)[CH:10]=[N:9][CH:8]=2)=[CH:4][CH:3]=1.[CH3:29][N:30](C=O)C>[C-]#N.[Zn+2].[C-]#N.C1C=CC([P]([Pd]([P](C2C=CC=CC=2)(C2C=CC=CC=2)C2C=CC=CC=2)([P](C2C=CC=CC=2)(C2C=CC=CC=2)C2C=CC=CC=2)[P](C2C=CC=CC=2)(C2C=CC=CC=2)C2C=CC=CC=2)(C2C=CC=CC=2)C2C=CC=CC=2)=CC=1>[Br:1][C:2]1[CH:28]=[CH:27][C:5]([O:6][C:7]2[N:11]([CH2:12][C:13]3[CH:18]=[CH:17][N:16]([C:19]4[CH:24]=[N:23][CH:22]=[C:21]([C:29]#[N:30])[N:20]=4)[C:15](=[O:26])[CH:14]=3)[CH:10]=[N:9][CH:8]=2)=[CH:4][CH:3]=1 |f:2.3.4,^1:42,44,63,82|. Procedure: A mixture of 4-[5-(4-Bromophenoxy)imidazol-1-ylmethyl]-1-(6-chloropyrazin-2-yl)-1H-pyridin-2-one (79 mg, 0.17 mmol) and zinc cyanide (12 mg, 0.1 mmol) in DMF (1 mL) was purged with argon for 5 min. A solution of tetrakis(triphenylphosphine)palladium(0) (20 mg, 17 μmol) in DMF (0.5 mL) was added. The resultant mixture was stirred under argon at 80° C. overnight, and concentrated under vacuum. The residue was subjected to column chromatography on silica gel eluting with 1:1 v/v 5% methanol in chlo... Starting materials: COC=1C=C(C=C(C1OC)[N+](=O)[O-])C1=NC(=NC=C1)C=1C(=NC=CC1)C(F)(F)F (4-(3,4-dimethoxy-5-nitrophenyl)-2-(2-(trifluoromethyl)pyridin-3-yl)pyrimidine). Run in Br (hydrobromic acid). Reaction conditions: temperature 140 celsius, time 4 hour. The product is [N+](=O)([O-])C1=C(C(=CC(=C1)C1=NC(=NC=C1)C=1C(=NC=CC1)C(F)(F)F)O)O (3-nitro-5-(2-(2-(trifluoromethyl)pyridin-3-yl)pyrimidin-4-yl)benzene-1,2-diol). As a reaction SMILES: C[O:2][C:3]1[CH:4]=[C:5]([C:14]2[CH:19]=[CH:18][N:17]=[C:16]([C:20]3[C:21]([C:26]([F:29])([F:28])[F:27])=[N:22][CH:23]=[CH:24][CH:25]=3)[N:15]=2)[CH:6]=[C:7]([N+:11]([O-:13])=[O:12])[C:8]=1[O:9]C>Br>[N+:11]([C:7]1[CH:6]=[C:5]([C:14]2[CH:19]=[CH:18][N:17]=[C:16]([C:20]3[C:21]([C:26]([F:29])([F:28])[F:27])=[N:22][CH:23]=[CH:24][CH:25]=3)[N:15]=2)[CH:4]=[C:3]([OH:2])[C:8]=1[OH:9])([O-:13])=[O:12]. Procedure: A suspension of 4-(3,4-dimethoxy-5-nitrophenyl)-2-(2-(trifluoromethyl)pyridin-3-yl)pyrimidine (0.239 g, 0.59 mmol) in 48% hydrobromic acid (5 mL) was stirred at 140° C. for four hours and then allowed to cool to room temperature. The mixture was poured onto ice-water (100 mL) and the resulting filtrate was filtered off, washed with water and dried to give 3-nitro-5-(2-(2-(trifluoromethyl)pyridin-3-yl)pyrimidin-4-yl)benzene-1,2-diol, 0.201 g (90%). The reactants are [Al+3], O=C1CN=C(c2ccccc2F)c2cc(Br)ccc2N1, [H-], [H-], [H-], [H-], [Li+], C1CCOC1. Product: Fc1ccccc1C1=NCCNc2ccc(Br)cc21. As a reaction SMILES: [Al+3:22].[Br:1][c:2]1[cH:3][cH:4][c:5]2[c:6]([cH:20]1)[C:7]([c:13]1[c:14]([F:19])[cH:15][cH:16][cH:17][cH:18]1)=[N:8][CH2:9][C:10](=[O:12])[NH:11]2.[H-:21].[H-:24].[H-:25].[H-:26].[Li+:23].[O:27]1[CH2:28][CH2:29][CH2:30][CH2:31]1>>[Br:1][c:2]1[cH:3][cH:4][c:5]2[c:6]([cH:20]1)[C:7]([c:13]1[c:14]([F:19])[cH:15][cH:16][cH:17][cH:18]1)=[N:8][CH2:9][CH2:10][NH:11]2.